Dataset: the Open Reaction Database (ORD), a public repository of structured organic reaction records. Task: describe an organic reaction: reactants, conditions, products, and yield Reactants: ClC1=C2C(C(=O)OC(N2)=O)=CC=C1Cl (3,4-Dichloroisatoic anhydride), Cl.COC([C@@H](N)CC1=CC=CC=C1)=O ((L)-Phenylalanine methyl ester hydrochloride). Reagents/catalysts: CN(C)C=1C=CN=CC1 (DMAP). Run in CN(C)C=O (DMF). Run at time 8 hour. Yields the product COC(C(CC1=CC=CC=C1)NC(C1=C(C=C(C(=C1)Cl)Cl)N)=O)=O (2-(2-Amino-4,5-dichloro-benzoylamino)-3-phenyl-propionic acid methyl ester). Isolated yield 64.4%. As a reaction SMILES: Cl[C:2]1[C:13]([Cl:14])=[CH:12][CH:11]=[C:4]2[C:5]([O:7]C(=O)[NH:9][C:3]=12)=O.[ClH:15].[CH3:16][O:17][C:18](=[O:28])[C@H:19]([CH2:21][C:22]1[CH:27]=[CH:26][CH:25]=[CH:24][CH:23]=1)[NH2:20]>CN(C=O)C.CN(C1C=CN=CC=1)C>[CH3:16][O:17][C:18](=[O:28])[CH:19]([NH:20][C:5](=[O:7])[C:4]1[CH:11]=[C:12]([Cl:15])[C:13]([Cl:14])=[CH:2][C:3]=1[NH2:9])[CH2:21][C:22]1[CH:27]=[CH:26][CH:25]=[CH:24][CH:23]=1 |f:1.2|. Procedure details: 3,4-Dichloroisatoic anhydride (147 mg, 0.634 mmol) was dissolved in DMF (2 mL). (L)-Phenylalanine methyl ester hydrochloride (150 mg, 0.697 mmol) and DMAP (85 mg, 0.697 mmol) were added and the mixture was stirred overnight at rt. The mixture was quenched with water and extracted with EtOAc (3×). The combined organic layers were washed with water, dried (MgSO4), filtered and concentrated to provide the crude product. The crude solid was purified by flash chromatography (hexanes/EtOAc) to provide... Starting materials: Cl.N1(N=CC=C1)C(=N)N (pyrazole-1-carboxamidine hydrochloride), ClC1=NC(=C2N=CN(C2=N1)[C@H]1[C@H](O)[C@H](O)[C@H](O1)C(=O)NCC)NCC(C1=CC=CC=C1)C1=CC=CC=C1 (1-[2-chloro-6-[(2,2-diphenylethyl)amino]-9H-purin-9-yl]-1-deoxy-N-ethyl-β-D-ribofuranuronamide), NCCCN (1,3-diaminopropane), Cl.N1(N=CC=C1)C(=N)N (pyrazole-1-carboxamidine hydrochloride), N1C=NC=C1 (imidazole). Run in CO (methanol), CS(=O)C (dimethylsulphoxide). Reaction conditions: time 24 hour. Product: NN=CNCCNC1=NC(=C2N=CN(C2=N1)[C@H]1[C@H](O)[C@H](O)[C@H](O1)C(=O)NCC)NCC(C1=CC=CC=C1)C1=CC=CC=C1 (1-Deoxy-1-[2-[[2-[(aminoiminomethyl)amino]ethyl]amino]-6-[(2,2-diphenylethyl)amino]-9H-purin-9-yl]-N-ethyl-β-D-ribofuranuronamide). Isolated yield 58.0%. Reaction SMILES: Cl[C:2]1[N:10]=[C:9]2[C:5]([N:6]=[CH:7][N:8]2[C@@H:11]2[O:17][C@H:16]([C:18]([NH:20][CH2:21][CH3:22])=[O:19])[C@@H:14]([OH:15])[C@H:12]2[OH:13])=[C:4]([NH:23][CH2:24][CH:25]([C:32]2[CH:37]=[CH:36][CH:35]=[CH:34][CH:33]=2)[C:26]2[CH:31]=[CH:30][CH:29]=[CH:28][CH:27]=2)[N:3]=1.NC[CH2:40][CH2:41][NH2:42].Cl.[N:44]1([C:49](N)=[NH:50])C=CC=[N:45]1.N1C=CN=C1>CS(C)=O.CO>[NH2:45][N:44]=[CH:49][NH:50][CH2:40][CH2:41][NH:42][C:2]1[N:10]=[C:9]2[C:5]([N:6]=[CH:7][N:8]2[C@@H:11]2[O:17][C@H:16]([C:18]([NH:20][CH2:21][CH3:22])=[O:19])[C@@H:14]([OH:15])[C@H:12]2[OH:13])=[C:4]([NH:23][CH2:24][CH:25]([C:32]2[CH:37]=[CH:36][CH:35]=[CH:34][CH:33]=2)[C:26]2[CH:31]=[CH:30][CH:29]=[CH:28][CH:27]=2)[N:3]=1 |f:2.3|. Reported procedure: A solution of 1-[2-chloro-6-[(2,2-diphenylethyl)amino]-9H-purin-9-yl]-1-deoxy-N-ethyl-β-D-ribofuranuronamide (0.310, 0.592 mmol) in dimethylsulphoxide (2 ml) was heated with 1,3-diaminopropane (0.542 g, 7.31 mmol) at 1200 for 24 h. The cooled mixture was partitioned between ethyl acetate (50 ml) and water (50 ml) and the aqueous phase was separated and extracted with ethyl acetate (20 ml). The combined ethyl acetate solution was washed with water (20 ml), dried (MgSO4) and evaporated to leave a ... Starting materials: COC1CC(C(=O)O)N(C(=O)CSC(C)=O)C1, N. The product is COC1CC(C(=O)O)N(C(=O)CS)C1. RXN SMILES: [C:1](=[O:2])([CH3:3])[S:4][CH2:5][C:6](=[O:7])[N:8]1[CH:9]([C:10](=[O:11])[OH:12])[CH2:13][CH:14]([O:16][CH3:17])[CH2:15]1.[NH3:18]>>[SH:4][CH2:5][C:6](=[O:7])[N:8]1[CH:9]([C:10](=[O:11])[OH:12])[CH2:13][CH:14]([O:16][CH3:17])[CH2:15]1. Procedure: To a 2000 mL dry round bottom flask were added 2-fluoro-4-methoxybenzaldehyde (25.0 g, 162.2 mmol), anhydrous AlCl3 (64.8 g, 486.8 mmol) and anhydrous CH2Cl2 (1000 mL). The mixture was stirred and refluxed for 3 days. The reaction mixture was cooled in an ice-water bath, then ice (100 g) was added very carefully into the reaction mixture to quench the excess AlCl3. Another 800 mL of cold water was added. The organic layer was separated, and the aqueous solution was extracted with MTBE (300 mL×2)... RXN SMILES: [F:1][C:2]1[CH:9]=[C:8]([O:10]C)[CH:7]=[CH:6][C:3]=1[CH:4]=[O:5].[Al+3].[Cl-].[Cl-].[Cl-]>C(Cl)Cl>[F:1][C:2]1[CH:9]=[C:8]([OH:10])[CH:7]=[CH:6][C:3]=1[CH:4]=[O:5] |f:1.2.3.4|. Isolated yield 94.6%. Reactants: FC1=C(C=O)C=CC(=C1)OC (2-fluoro-4-methoxybenzaldehyde), [Al+3].[Cl-].[Cl-].[Cl-] (AlCl3), ice. The solvent is C(Cl)Cl (CH2Cl2). Product: FC1=C(C=O)C=CC(=C1)O (2-fluoro-4-hydroxybenzaldehyde). Solvent: C1CCOC1 (THF). Procedure details: Diethylazodicarboxylate (22.7 g, 130 mmol) was added over 3 min to a stirred solution of dimethyl 5-hydroxyisophthalate (21 g, 100 mmol), hexaethylene glycol (32 g, 113 mmol) and triphenylphosphine (34 g, 130 mmol) in 250 mL of anhydrous THF. After 2 h the reaction was concentrated and the residue suspended in 200 mL of ethyl ether. After being cooled at 0° C. for 30 min the precipitated triphenylphosphine oxide was removed by filtration and filtrate concentrated. The resultant mixture was chrom... Product: OCCOCCOCCOCCOCCOCCOC=1C=C(C=C(C(=O)OC)C1)C(=O)OC (Methyl 5-{2-[2-(2-{2-[2-(2-hydroxyethoxy)ethoxy]ethoxy}ethoxy)ethoxy]ethoxy}-3-(methoxycarbonyl)benzoate). Starting materials: CCOC(=O)/N=N/C(=O)OCC (Diethylazodicarboxylate), OC=1C=C(C=C(C(=O)OC)C1)C(=O)OC (dimethyl 5-hydroxyisophthalate), C(COCCOCCOCCOCCOCCO)O (hexaethylene glycol), C1(=CC=CC=C1)P(C1=CC=CC=C1)C1=CC=CC=C1 (triphenylphosphine). As a reaction SMILES: CCOC(/N=N/C(OCC)=O)=O.[OH:13][C:14]1[CH:15]=[C:16]([C:24]([O:26][CH3:27])=[O:25])[CH:17]=[C:18]([CH:23]=1)[C:19]([O:21][CH3:22])=[O:20].[CH2:28](O)[CH2:29][O:30][CH2:31][CH2:32][O:33][CH2:34][CH2:35][O:36][CH2:37][CH2:38][O:39][CH2:40][CH2:41][O:42][CH2:43][CH2:44][OH:45].C1(P(C2C=CC=CC=2)C2C=CC=CC=2)C=CC=CC=1>C1COCC1>[OH:45][CH2:44][CH2:43][O:42][CH2:41][CH2:40][O:39][CH2:38][CH2:37][O:36][CH2:35][CH2:34][O:33][CH2:32][CH2:31][O:30][CH2:29][CH2:28][O:13][C:14]1[CH:23]=[C:18]([C:19]([O:21][CH3:22])=[O:20])[CH:17]=[C:16]([CH:15]=1)[C:24]([O:26][CH3:27])=[O:25]. Run at temperature 0 celsius. The yield is 31.2%. Starting materials: C(C(=O)Cl)(=O)Cl (oxalyl chloride), BrC1=CC=2C3=C(COC2C=C1)C=C(S3)C(=O)O (8-bromo-4H-thieno[3,2-c]chromene-2-carboxylic acid), CN(C=O)C (N,N-dimethylformamide). The solvent is ClCCl (dichloromethane). Reaction conditions: time 2 hour. Yields the product BrC1=CC=2C3=C(COC2C=C1)C=C(S3)C(=O)Cl (8-bromo-4H-thieno[3,2-c]chromene-2-carbonyl chloride). Reaction SMILES: [Br:1][C:2]1[CH:11]=[CH:10][C:9]2[O:8][CH2:7][C:6]3[CH:12]=[C:13]([C:15]([OH:17])=O)[S:14][C:5]=3[C:4]=2[CH:3]=1.C(Cl)(=O)C([Cl:21])=O.CN(C)C=O>ClCCl>[Br:1][C:2]1[CH:11]=[CH:10][C:9]2[O:8][CH2:7][C:6]3[CH:12]=[C:13]([C:15]([Cl:21])=[O:17])[S:14][C:5]=3[C:4]=2[CH:3]=1. Procedure details: To a suspension of 8-bromo-4H-thieno[3,2-c]chromene-2-carboxylic acid 3bp (1.50 g, 4.82 mmol, 1 equiv) in dichloromethane (45 mL) at 24° C. was sequentially added oxalyl chloride (3.1 mL, 6.3 mmol, 1.3 equiv, 2.0 M in dichloromethane) and N,N-dimethylformamide (56 μL, 0.72 mmol, 0.15 equiv), as in General Procedure B. After 2 hr, the clear yellow solution was concentrated in vacuo (˜20 mm Hg) to afford crude 4bp.